describe an organic reaction: reactants, conditions, products, and yield From a dataset of the Open Reaction Database (ORD), a public repository of structured organic reaction records. Product: CC(C)(C)OC(=O)N1CCN(C(=O)C2CO2)CC1. Reaction SMILES: [C:12]([CH3:13])([CH3:14])([CH3:15])[O:16][C:17](=[O:18])[N:19]1[CH2:20][CH2:21][N:22]([C:25]([CH:26]=[CH2:27])=[O:28])[CH2:23][CH2:24]1.[C:1]([CH3:3])([CH3:4])([O:5][OH:2])[CH3:6].[CH2:35]1[O:36][CH2:37][CH2:38][CH2:39]1.[CH2:40]([O:41][CH2:42][CH3:43])[CH3:44].[CH2:7]([Li:8])[CH2:9][CH2:10][CH3:11].[Na+:33].[Na+:34].[S:29]([O-:30])([O-:31])=[O:32]>>[O:5]1[CH:26]([C:25]([N:22]2[CH2:21][CH2:20][N:19]([C:17]([O:16][C:12]([CH3:13])([CH3:14])[CH3:15])=[O:18])[CH2:24][CH2:23]2)=[O:28])[CH2:27]1. The reactants are C=CC(=O)N1CCN(C(=O)OC(C)(C)C)CC1, CC(C)(C)OO, C1CCOC1, CCOCC, [Li]CCCC, [Na+], [Na+], O=S([O-])[O-]. Starting materials: NCc1ccc(C(F)(F)F)cc1, Cc1cc(N2CCCCCC2)c2ccc(I)cc2n1. Product: Cc1cc(N2CCCCCC2)c2ccc(NCc3ccc(C(F)(F)F)cc3)cc2n1. Reaction SMILES: [F:20][C:21]([c:22]1[cH:23][cH:24][c:25]([CH2:26][NH2:27])[cH:28][cH:29]1)([F:30])[F:31].[N:1]1([c:8]2[cH:9][c:10]([CH3:19])[n:11][c:12]3[cH:13][c:14]([I:18])[cH:15][cH:16][c:17]23)[CH2:2][CH2:3][CH2:4][CH2:5][CH2:6][CH2:7]1>>[N:1]1([c:8]2[cH:9][c:10]([CH3:19])[n:11][c:12]3[cH:13][c:14]([NH:27][CH2:26][c:25]4[cH:24][cH:23][c:22]([C:21]([F:20])([F:30])[F:31])[cH:29][cH:28]4)[cH:15][cH:16][c:17]23)[CH2:2][CH2:3][CH2:4][CH2:5][CH2:6][CH2:7]1.